From a dataset of the Open Reaction Database (ORD), a public repository of structured organic reaction records. describe an organic reaction: reactants, conditions, products, and yield RXN SMILES: [B:18]([O-:19])([O-:31])[O:32][c:20]1[cH:21][cH:22][c:23]([O:26][C:27]([F:28])([F:29])[F:30])[cH:24][cH:25]1.[Br:1][c:2]1[cH:3][cH:4][c:5]2[c:6]([cH:17]1)[CH:7]=[C:8]([C:12](=[O:13])[O:14][CH2:15][CH3:16])[CH2:9][CH2:10][O:11]2.[C:33](=[O:34])([O-:35])[O-:36].[CH2:40]([OH:41])[CH3:42].[K+:37].[K+:38].[OH2:39].[c:43]1([CH3:44])[cH:45][cH:46][cH:47][cH:48][cH:49]1>>[c:2]1(-[c:20]2[cH:21][cH:22][c:23]([O:26][C:27]([F:28])([F:29])[F:30])[cH:24][cH:25]2)[cH:3][cH:4][c:5]2[c:6]([cH:17]1)[CH:7]=[C:8]([C:12](=[O:13])[O:14][CH2:15][CH3:16])[CH2:9][CH2:10][O:11]2. Yields the product CCOC(=O)C1=Cc2cc(-c3ccc(OC(F)(F)F)cc3)ccc2OCC1. The reactants are [O-]B([O-])Oc1ccc(OC(F)(F)F)cc1, CCOC(=O)C1=Cc2cc(Br)ccc2OCC1, O=C([O-])[O-], CCO, [K+], [K+], O, Cc1ccccc1. The reactants are C(#N)C=1C(=NC=CC1)NC(CCCCCC1=CC=CC=C1)=O (6-phenyl-hexanoic acid (3-cyano-pyridin-2-yl)-amide), C(C)O (ethanol), OO (hydrogen peroxide), O (Water). Solvent: [OH-].[Na+] (sodium hydroxide). Product: C1(=CC=CC=C1)CCCCCC=1NC(C2=C(N1)N=CC=C2)=O (2-(5-phenyl-pentyl)-3H-pyrido[2,3-d]pyrimidin-4-one). As a reaction SMILES: [C:1]([C:3]1[C:4]([NH:9][C:10](=O)[CH2:11][CH2:12][CH2:13][CH2:14][CH2:15][C:16]2[CH:21]=[CH:20][CH:19]=[CH:18][CH:17]=2)=[N:5][CH:6]=[CH:7][CH:8]=1)#[N:2].C([OH:25])C.OO.O>[OH-].[Na+]>[C:16]1([CH2:15][CH2:14][CH2:13][CH2:12][CH2:11][C:10]2[NH:2][C:1](=[O:25])[C:3]3[CH:8]=[CH:7][CH:6]=[N:5][C:4]=3[N:9]=2)[CH:21]=[CH:20][CH:19]=[CH:18][CH:17]=1 |f:4.5|. Procedure: To 6-phenyl-hexanoic acid (3-cyano-pyridin-2-yl)-amide (360 mg, 1.2 mmol) in sodium hydroxide (6 ml, 5M) was added ethanol (0.1 ml) and hydrogen peroxide (3% in H2O, 1.5 ml). The reaction mixture was heated to reflux for 3 hours. Water was added, the solution was acidified (pH 5) and extracted with EtOAc (3 times). The combined organic phases were washed with brine, dried over Na2SO4, filtrated and concentrated in vacuo. Column chromatography on silica gel with CH2Cl2:MeOH 9:1 as eluent, followe... Reactants: COC1=CC(=CC=C1)N1CCOCC1 (1-methoxy-3-morpholin-4-yl-benzene), ClS(=O)(=O)O (chlorosulfonic acid). Conditions: temperature 0 celsius, time 5 hour. The product is COC1=CC(=C(C=C1)S(=O)(=O)O)N1CCOCC1 (4-Methoxy-2-morpholin-4-yl-benzenesulfonic acid). Isolated yield 20.3%. As a reaction SMILES: [CH3:1][O:2][C:3]1[CH:8]=[CH:7][CH:6]=[C:5]([N:9]2[CH2:14][CH2:13][O:12][CH2:11][CH2:10]2)[CH:4]=1.Cl[S:16]([OH:19])(=[O:18])=[O:17]>>[CH3:1][O:2][C:3]1[CH:8]=[CH:7][C:6]([S:16]([OH:19])(=[O:18])=[O:17])=[C:5]([N:9]2[CH2:14][CH2:13][O:12][CH2:11][CH2:10]2)[CH:4]=1. Procedure details: To a cooled (0° C.), stirred portion of 1-methoxy-3-morpholin-4-yl-benzene (1.08 g; 5.6 mmol) was added neat to chlorosulfonic acid (1.8 mL; 28 mmol) via pipette over 2 minutes under calcium sulfate-dried atmosphere. The resulting thick, red solution was allowed to warm to room temperature and stirred for 5 hours. The resulting solution was poured onto ice, then extracted with CH2Cl2 (3×50 mL). Combined organic layers then were washed with brine, dried (MgSO4), filtered and concentrated in vacuo...